Dataset: the Open Reaction Database (ORD), a public repository of structured organic reaction records. Task: describe an organic reaction: reactants, conditions, products, and yield The reactants are [Na] (sodium), C(#N)CC(=O)OCC (ethyl cyanoacetate), S(=O)(=O)(O)O.C(C(C)C)(=N)N (isobutyramidine sulphate). Run in C(C)O (ethanol). Run at temperature 0 celsius. Product: NC=1N=C(NC(C1)=O)C(C)C (4-amino-2-isopropylpyrimid-6-one). As a reaction SMILES: [Na].[C:2]([CH2:4][C:5](OCC)=[O:6])#[N:3].S(O)(O)(=O)=O.[C:15]([NH2:20])(=[NH:19])[CH:16]([CH3:18])[CH3:17]>C(O)C>[NH2:3][C:2]1[N:19]=[C:15]([CH:16]([CH3:18])[CH3:17])[NH:20][C:5](=[O:6])[CH:4]=1 |f:2.3,^1:0|. Reported procedure: To a stirred solution of sodium (1.15 g.) in dry ethanol (20 ml.) was added ethyl cyanoacetate (1.8 ml.) followed after 15 minutes by isobutyramidine sulphate (2.25 g.). The mixture was refluxed for 20 hours, evaporated to dryness, the residue triturated with water (30 ml.) and the pH adjusted to 6 by the addition of hydrochloric acid. After cooling to 0° C, 4-amino-2-isopropylpyrimid-6-one (1.7 g.), m.p. 248°-250° C, was filtered off and recrystallised from ethanol to give 4-amino-2-isopropylpy... Starting materials: CCOCC (ether), [OH-].[Na+] (NaOH), BrC1=CC=C(C=C1)CC(=O)N(C)C (2-(4-bromophenyl)-N,N-dimethylacetamide), CCOCC.C1CCOC1 (ether THF). The solvent is O (Water). Run at time 3 hour. Yields the product BrC1=CC=C(C=C1)CCN(C)C (2-(4-bromophenyl)-N,N-dimethylethanamine). Isolated yield 12.9%. Reaction SMILES: CCOCC.[Br:6][C:7]1[CH:12]=[CH:11][C:10]([CH2:13][C:14]([N:16]([CH3:18])[CH3:17])=O)=[CH:9][CH:8]=1.CCOCC.C1COCC1.[OH-].[Na+]>O>[Br:6][C:7]1[CH:8]=[CH:9][C:10]([CH2:13][CH2:14][N:16]([CH3:17])[CH3:18])=[CH:11][CH:12]=1 |f:2.3,4.5|. Reported procedure: To a suspension of LiAlH4in ether (5 mL) was added a solution of 2-(4-bromophenyl)-N,N-dimethylacetamide (1.1 g, 4.5 mmol) in 5:1 ether/THF (12 mL), giving a small exotherm. The mixture was stirred at room temperature for 3 h, refluxed overnight then cooled to 0° C. Water (0.5 mL) was added dropwise and the mixture stirred vigourously for 3 h, then poured into 1 M NaOH and extracted with ether. The organic phase was washed with brine and dried over MgSO4. Purification by flash chromatography (4%... Starting materials: C1(=CC=CC=C1)C1=C(NC2=CC=C(C=C12)N1C=CC=C1)C(=O)O (3-phenyl-5-(1H-pyrrol-1-yl)-1H-indole-2-carboxylic acid), Cl.C(C)OC([C@@H](N)CC1=CC=CC=C1)=O (L-phenylalanine ethyl ester hydrochloride). The product is C1(=CC=CC=C1)C1=C(NC2=CC=C(C=C12)N1C=CC=C1)C(=O)N[C@@H](CC1=CC=CC=C1)C(=O)OCC (Ethyl N-{[3-phenyl-5-(1H-pyrrol-1-yl)-1H-indol-2-yl]carbonyl}-L-phenylalaninate). Reaction SMILES: [C:1]1([C:7]2[C:15]3[C:10](=[CH:11][CH:12]=[C:13]([N:16]4[CH:20]=[CH:19][CH:18]=[CH:17]4)[CH:14]=3)[NH:9][C:8]=2[C:21](O)=[O:22])[CH:6]=[CH:5][CH:4]=[CH:3][CH:2]=1.Cl.[CH2:25]([O:27][C:28](=[O:38])[C@H:29]([CH2:31][C:32]1[CH:37]=[CH:36][CH:35]=[CH:34][CH:33]=1)[NH2:30])[CH3:26]>>[C:1]1([C:7]2[C:15]3[C:10](=[CH:11][CH:12]=[C:13]([N:16]4[CH:20]=[CH:19][CH:18]=[CH:17]4)[CH:14]=3)[NH:9][C:8]=2[C:21]([NH:30][C@H:29]([C:28]([O:27][CH2:25][CH3:26])=[O:38])[CH2:31][C:32]2[CH:37]=[CH:36][CH:35]=[CH:34][CH:33]=2)=[O:22])[CH:2]=[CH:3][CH:4]=[CH:5][CH:6]=1 |f:1.2|. Procedure: Ethyl N-{[3-phenyl-5-(1H-pyrrol-1-yl)-1H-indol-2-yl]carbonyl}-L-phenylalaninate was prepared from 3-phenyl-5-(1H-pyrrol-1-yl)-1H-indole-2-carboxylic acid and L-phenylalanine ethyl ester hydrochloride followed the procedure of Example 2 Step 4 as a pale yellowish solid: 1H NMR (DMSO-d6) δ 1.12 (t, J=7.0 Hz, 3 H), 2.93 (dd, J=13.5, 6.2 Hz, 1 H), 3.05 (dd, J=13.5, 8.0 Hz, 1H), 4.08 (q, J=7.0 Hz, 2 H), 4.70 (dd, J=8.0, 6.2 Hz, 1 H 6.21 (t, J=2.0 Hz, 1 H), 6.95-7.05 (m, 1 H), 7.20-7.60 (m, 16 H), 11.... The reactants are Cc1cc(C)c(C)cc1C, O, O=C(O)C(Cl)(Cl)Cl, CCOS(=O)(=O)OCC. The product is CCOC(=O)C(Cl)(Cl)Cl. RXN SMILES: [CH3:17][c:18]1[c:19]([CH3:20])[cH:21][c:22]([CH3:23])[c:24]([CH3:25])[cH:26]1.[OH2:27].[OH:1][C:2](=[O:3])[C:4]([Cl:5])([Cl:6])[Cl:7].[S:8]([O:9][CH2:10][CH3:11])([O:14][CH2:12][CH3:13])(=[O:15])=[O:16]>>[O:1]([C:2](=[O:3])[C:4]([Cl:5])([Cl:6])[Cl:7])[CH2:12][CH3:13]. Reaction SMILES: [F:1][CH:2]([CH:3]([CH:4]([F:5])[F:6])[CH:7]([F:8])[F:9])[F:10].[OH2:16].[S:11]([OH:12])(=[O:13])(=[O:14])[OH:15]>>[F:1][CH:2]([C:3]([CH:4]([F:5])[F:6])([CH:7]([F:8])[F:9])[OH:12])[F:10]. Reactants: FC(F)C(C(F)F)C(F)F, O, O=S(=O)(O)O. Yields the product OC(C(F)F)(C(F)F)C(F)F. Starting materials: CC1(C)CNC(=O)C1O[Si](C)(C)C(C)(C)C, [Cl-], O=C(Cl)OCc1ccccc1, ClCCl, Cl, [H-], [Na+], [Na+], C1CCOC1. The product is CC1(C)CN(C(=O)OCc2ccccc2)C(=O)C1O[Si](C)(C)C(C)(C)C. As a reaction SMILES: [C:3]([CH3:4])([CH3:5])([CH3:6])[Si:7]([O:8][CH:9]1[C:10](=[O:16])[NH:11][CH2:12][C:13]1([CH3:14])[CH3:15])([CH3:17])[CH3:18].[Cl-:37].[Cl:19][C:20](=[O:21])[O:22][CH2:23][c:24]1[cH:25][cH:26][cH:27][cH:28][cH:29]1.[Cl:38][CH2:39][Cl:40].[ClH:30].[H-:1].[Na+:2].[Na+:36].[O:31]1[CH2:32][CH2:33][CH2:34][CH2:35]1>>[C:3]([CH3:4])([CH3:5])([CH3:6])[Si:7]([O:8][CH:9]1[C:10](=[O:16])[N:11]([C:20](=[O:21])[O:22][CH2:23][c:24]2[cH:25][cH:26][cH:27][cH:28][cH:29]2)[CH2:12][C:13]1([CH3:14])[CH3:15])([CH3:17])[CH3:18]. Starting materials: ON=C(N)C1=CN=NC=C1 (N′-Hydroxypyridazine-4-carboximidamide), FC=1C=C(C(=O)Cl)C=C(C1)F (3,5-difluorobenzoyl chloride), N (NH3). Product: FC=1C=C(C=C(C1)F)C1=NC(=NO1)C1=CN=NC=C1 (5-(3,5-difluorophenyl)-3-(pyridazin-4-yl)-1,2,4-oxadiazole). RXN SMILES: [OH:1][N:2]=[C:3]([C:5]1[CH:10]=[CH:9][N:8]=[N:7][CH:6]=1)[NH2:4].[F:11][C:12]1[CH:13]=[C:14]([CH:18]=[C:19]([F:21])[CH:20]=1)[C:15](Cl)=O.N>>[F:11][C:12]1[CH:13]=[C:14]([C:15]2[O:1][N:2]=[C:3]([C:5]3[CH:10]=[CH:9][N:8]=[N:7][CH:6]=3)[N:4]=2)[CH:18]=[C:19]([F:21])[CH:20]=1. Procedure details: The titled compound was prepared according to the procedure of Method D using the product of Example 83D and 3,5-difluorobenzoyl chloride (Aldrich). 1H NMR (300 MHz, CD3OD) δ 7.40 (tt, J=8.9, 2.4 Hz, 1 H), 7.85-7.94 (m, 2 H), 8.39 (dd, J=5.4, 2.2 Hz, 1 H), 9.46 (dd, J=5.4, 1.4 Hz, 1 H), 9.87 (dd, J=2.2, 1.4 Hz, 1 H) ppm; MS (DCI/NH3) m/z=261 (M+H)+. The reactants are CN(C1=C(C(=O)C2=C(C(=O)O)C=CC=C2)C=CC(=C1)N(C)C)C (2-(2,4-bis(dimethylamino)benzoyl)-benzoic acid), C(C)N(C1=CC(=CC=C1)C)CC (N,N-diethyl-m-toluidine), C(C)(=O)OC(C)=O (acetic anhydride). Product: CN(C1=C(C=CC(=C1)N(C)C)C1(OC(=O)C2=CC=CC=C12)C1=C(C=C(C=C1)N(CC)CC)C)C (2,4-bis(dimethylamino)-phenyl-3-(2-methyl-4-(diethylamino)phenyl)phthalide). RXN SMILES: [CH3:1][N:2]([CH3:23])[C:3]1[CH:19]=[C:18]([N:20]([CH3:22])[CH3:21])[CH:17]=[CH:16][C:4]=1[C:5]([C:7]1[CH:15]=[CH:14][CH:13]=[CH:12][C:8]=1[C:9]([OH:11])=[O:10])=O.[CH2:24]([N:26]([CH2:34][CH3:35])[C:27]1[CH:32]=[CH:31][CH:30]=[C:29]([CH3:33])[CH:28]=1)[CH3:25].C(OC(=O)C)(=O)C>>[CH3:1][N:2]([CH3:23])[C:3]1[CH:19]=[C:18]([N:20]([CH3:22])[CH3:21])[CH:17]=[CH:16][C:4]=1[C:5]1([C:30]2[CH:31]=[CH:32][C:27]([N:26]([CH2:24][CH3:25])[CH2:34][CH3:35])=[CH:28][C:29]=2[CH3:33])[C:7]2[C:8](=[CH:12][CH:13]=[CH:14][CH:15]=2)[C:9](=[O:11])[O:10]1. Procedure: Condensation of 2-(2,4-bis(dimethylamino)benzoyl)-benzoic acid and N,N-diethyl-m-toluidine in the presence of acetic anhydride also afforded 3-(2,4-bis(dimethylamino)-phenyl-3-(2-methyl-4-(diethylamino)phenyl)phthalide.